Dataset: the Open Reaction Database (ORD), a public repository of structured organic reaction records. Task: describe an organic reaction: reactants, conditions, products, and yield The reactants are Nc1cccc(-c2c(Cc3ccccc3)cnc3c(C(F)(F)F)cccc23)c1, COc1ccc(OC)c(C=O)c1. Product: COc1ccc(OC)c(CNc2cccc(-c3c(Cc4ccccc4)cnc4c(C(F)(F)F)cccc34)c2)c1. RXN SMILES: [CH2:1]([c:2]1[cH:3][cH:4][cH:5][cH:6][cH:7]1)[c:8]1[cH:9][n:10][c:11]2[c:12]([C:25]([F:26])([F:27])[F:28])[cH:13][cH:14][cH:15][c:16]2[c:17]1-[c:18]1[cH:19][c:20]([NH2:24])[cH:21][cH:22][cH:23]1.[CH3:29][O:30][c:31]1[c:32]([CH:33]=[O:34])[cH:35][c:36]([O:39][CH3:40])[cH:37][cH:38]1>>[CH2:1]([c:2]1[cH:3][cH:4][cH:5][cH:6][cH:7]1)[c:8]1[cH:9][n:10][c:11]2[c:12]([C:25]([F:26])([F:27])[F:28])[cH:13][cH:14][cH:15][c:16]2[c:17]1-[c:18]1[cH:19][c:20]([NH:24][CH2:33][c:32]2[c:31]([O:30][CH3:29])[cH:38][cH:37][c:36]([O:39][CH3:40])[cH:35]2)[cH:21][cH:22][cH:23]1. Reactants: CC1(C)COB(c2ccc3c(c2)OCCn2cc(-c4ncnn4CC(F)(F)F)nc2-3)OC1, Cl, NO, [Na+], [OH-], O. Product: Oc1ccc2c(c1)OCCn1cc(-c3ncnn3CC(F)(F)F)nc1-2. Reaction SMILES: [CH3:1][C:2]1([CH3:3])[CH2:4][O:5][B:6]([c:8]2[cH:9][c:10]3[c:11]([cH:30][cH:31]2)-[c:12]2[n:13][c:14](-[c:20]4[n:21]([CH2:25][C:26]([F:27])([F:28])[F:29])[n:22][cH:23][n:24]4)[cH:15][n:16]2[CH2:17][CH2:18][O:19]3)[O:7][CH2:32]1.[ClH:33].[NH2:34][OH:35].[Na+:37].[OH-:36].[OH2:38]>>[c:8]1([OH:35])[cH:9][c:10]2[c:11]([cH:30][cH:31]1)-[c:12]1[n:13][c:14](-[c:20]3[n:21]([CH2:25][C:26]([F:27])([F:28])[F:29])[n:22][cH:23][n:24]3)[cH:15][n:16]1[CH2:17][CH2:18][O:19]2. Reactants: c1c(cccc1Br)Cl, n1cnc2c(c1)CC(N2)=O. The reagents and catalysts are c1ccc(cc1)-c2c3ccccc3cc4ccccc24 (9-Phenylanthracene), [Li+].CC(C)(C)[O-]   (LiOBut), [Pd].C(P(C(C)(C)C)C(C)(C)C)(C)(C)C.C(P(C(C)(C)C)C(C)(C)C)(C)(C)C (Pd(P(tBu)3)2). Solvent: CCC(C)(C)O (t-AmOH). Run at temperature 100 celsius, time 18 hour. Product: Clc1cccc(c1)C2C(=O)Nc3ncncc23. As a reaction SMILES: [O:1]=[C:2]1[NH:10][c:9]([c:4]2[CH2:3]1)[n:8][cH:7][n:6][cH:5]2.[Cl:11][c:12]1[cH:17][c:16](Br)[cH:15][cH:14][cH:13]1>>[Cl:11][c:12]1[cH:17][c:16]([CH:3]2[c:4]([c:9]3[NH:10][C:2]2=[O:1])[cH:5][n:6][cH:7][n:8]3)[cH:15][cH:14][cH:13]1. The reactants are OCC1CCCC1, ClCCl, O=S(=O)(OS(=O)(=O)C(F)(F)F)C(F)(F)F, c1ccncc1. Product: O=S(=O)(OCC1CCCC1)C(F)(F)F. Reaction SMILES: [CH:16]1([CH2:21][OH:22])[CH2:17][CH2:18][CH2:19][CH2:20]1.[Cl:29][CH2:30][Cl:31].[F:1][C:2]([F:3])([F:4])[S:5](=[O:6])(=[O:7])[O:8][S:9]([C:10]([F:11])([F:12])[F:13])(=[O:14])=[O:15].[cH:23]1[cH:24][cH:25][n:26][cH:27][cH:28]1>>[F:1][C:2]([F:3])([F:4])[S:5](=[O:6])(=[O:7])[O:8][CH2:21][CH:16]1[CH2:17][CH2:18][CH2:19][CH2:20]1. The reactants are [BH4-], CO, Cc1nn(-c2ccccc2)c(Sc2cc(Cl)cc(Cl)c2)c1C(=O)c1ccccc1, [Na+], O. Yields the product Cc1nn(-c2ccccc2)c(Sc2cc(Cl)cc(Cl)c2)c1C(O)c1ccccc1. Reaction SMILES: [BH4-:30].[CH3:32][OH:33].[Cl:1][c:2]1[cH:3][c:4]([S:9][c:10]2[c:11]([C:22](=[O:23])[c:24]3[cH:25][cH:26][cH:27][cH:28][cH:29]3)[c:12]([CH3:21])[n:13][n:14]2-[c:15]2[cH:16][cH:17][cH:18][cH:19][cH:20]2)[cH:5][c:6]([Cl:8])[cH:7]1.[Na+:31].[OH2:34]>>[Cl:1][c:2]1[cH:3][c:4]([S:9][c:10]2[c:11]([CH:22]([OH:23])[c:24]3[cH:25][cH:26][cH:27][cH:28][cH:29]3)[c:12]([CH3:21])[n:13][n:14]2-[c:15]2[cH:16][cH:17][cH:18][cH:19][cH:20]2)[cH:5][c:6]([Cl:8])[cH:7]1. The yield is 32.3%. Procedure: 2-(3-[(1S)-2-Methoxy-1-methylethoxy]-5-{5-[(5R)-5-{[(triisopropylsilyl)oxy]methyl}-4,5-dihydro-1,3-oxazol-2-yl]-1H-pyrrol-2-yl}phenoxy)-5-(methylsulfonyl)pyrazine (496 mg, 0.82 mmol) synthesized in Example (101c) was dissolved in tetrahydrofuran (20 mL), and tetrabutylammonium fluoride (1.0 mol/L tetrahydrofuran solution, 0.82 mL, 0.82 mmol) was added, followed by stirring for 2 hours under nitrogen atmosphere. To the reaction solution, water (40 mL) was added, and extraction was carried out twi... Solvent: O1CCCC1 (tetrahydrofuran). As a reaction SMILES: [CH3:1][O:2][CH2:3][C@H:4]([CH3:45])[O:5][C:6]1[CH:7]=[C:8]([CH:20]=[C:21]([C:23]2[NH:24][C:25]([C:28]3[O:29][C@@H:30]([CH2:33][O:34][Si](C(C)C)(C(C)C)C(C)C)[CH2:31][N:32]=3)=[CH:26][CH:27]=2)[CH:22]=1)[O:9][C:10]1[CH:15]=[N:14][C:13]([S:16]([CH3:19])(=[O:18])=[O:17])=[CH:12][N:11]=1.[F-].C([N+](CCCC)(CCCC)CCCC)CCC.O>O1CCCC1>[CH3:1][O:2][CH2:3][C@H:4]([CH3:45])[O:5][C:6]1[CH:22]=[C:21]([C:23]2[NH:24][C:25]([C:28]3[O:29][C@@H:30]([CH2:33][OH:34])[CH2:31][N:32]=3)=[CH:26][CH:27]=2)[CH:20]=[C:8]([O:9][C:10]2[CH:15]=[N:14][C:13]([S:16]([CH3:19])(=[O:18])=[O:17])=[CH:12][N:11]=2)[CH:7]=1 |f:1.2|. Reaction conditions: time 2 hour. The product is COC[C@@H](OC=1C=C(C=C(C1)OC1=NC=C(N=C1)S(=O)(=O)C)C1=CC=C(N1)C=1O[C@H](CN1)CO)C ({(5R)-2-[5-(3-[(1S)-2-Methoxy-1-methylethoxy]-5-{[5-(methylsulfonyl)pyrazin-2-yl]oxy}phenyl)-1H-pyrrol-2-yl]-4,5-dihydro-1,3-oxazol-5-yl}methanol). Starting materials: [F-].C(CCC)[N+](CCCC)(CCCC)CCCC (tetrabutylammonium fluoride), COC[C@@H](OC=1C=C(OC2=NC=C(N=C2)S(=O)(=O)C)C=C(C1)C=1NC(=CC1)C=1O[C@H](CN1)CO[Si](C(C)C)(C(C)C)C(C)C)C (2-(3-[(1S)-2-Methoxy-1-methylethoxy]-5-{5-[(5R)-5-{[(triisopropylsilyl)oxy]methyl}-4,5-dihydro-1,3-oxazol-2-yl]-1H-pyrrol-2-yl}phenoxy)-5-(methylsulfonyl)pyrazine), O (water). The reactants are BrC1=CC=C(C=C1)S (p-bromobenzenethiol), NCCCO (3-aminopropanol), C(CC)(=O)O (propionic acid). The product is BrC1=CC=C(C=C1)SCCCNC(CC)=O (N-[3-(p-bromophenylthio)propyl]propionamide). RXN SMILES: [Br:1][C:2]1[CH:7]=[CH:6][C:5]([SH:8])=[CH:4][CH:3]=1.[NH2:9][CH2:10][CH2:11][CH2:12]O.[C:14]([OH:18])(=O)[CH2:15][CH3:16]>>[Br:1][C:2]1[CH:7]=[CH:6][C:5]([S:8][CH2:12][CH2:11][CH2:10][NH:9][C:14](=[O:18])[CH2:15][CH3:16])=[CH:4][CH:3]=1. Reported procedure: The experiment of Example 1A was repeated in all essential details except that p-bromobenzenethiol, 3-aminopropanol and propionic acid are the reactants. There is obtained N-[3-(p-bromophenylthio)propyl]propionamide, m.p. 64°-65.5°. The nmr spectrum was consistent with the proposed structure. The compound, which was designated P-2172, was ineffective against eight species of bacterium and one species of fungi (Candida albicans), but the MIC for three species of fungi was 50-1000 and is thus effe...